This data is from the Open Reaction Database (ORD), a public repository of structured organic reaction records. The task is: describe an organic reaction: reactants, conditions, products, and yield Reaction SMILES: [Cl:21][c:22]1[cH:23][cH:24][n:25][c:26]2[cH:27][c:28]([O:34][CH2:35][CH2:36][N:37]3[CH2:38][CH2:39][CH2:40][CH2:41]3)[c:29]([O:32][CH3:33])[cH:30][c:31]12.[Cl:55][CH2:56][Cl:57].[Cu:59].[K+:43].[O:44]=[CH:45][N:46]([CH3:47])[CH3:48].[OH-:42].[OH2:58].[OH:1][c:2]1[cH:3][c:4]2[cH:5][cH:6][cH:7][c:8]([NH:12][C:13]([c:14]3[cH:15][cH:16][cH:17][cH:18][cH:19]3)=[O:20])[c:9]2[cH:10][cH:11]1.[cH:49]1[cH:50][cH:51][n:52][cH:53][cH:54]1>>[O:1]([c:2]1[cH:3][c:4]2[cH:5][cH:6][cH:7][c:8]([NH:12][C:13]([c:14]3[cH:15][cH:16][cH:17][cH:18][cH:19]3)=[O:20])[c:9]2[cH:10][cH:11]1)[c:22]1[cH:23][cH:24][n:25][c:26]2[cH:27][c:28]([O:34][CH2:35][CH2:36][N:37]3[CH2:38][CH2:39][CH2:40][CH2:41]3)[c:29]([O:32][CH3:33])[cH:30][c:31]12. Reactants: COc1cc2c(Cl)ccnc2cc1OCCN1CCCC1, ClCCl, [Cu], [K+], CN(C)C=O, [OH-], O, O=C(Nc1cccc2cc(O)ccc12)c1ccccc1, c1ccncc1. Yields the product COc1cc2c(Oc3ccc4c(NC(=O)c5ccccc5)cccc4c3)ccnc2cc1OCCN1CCCC1. Starting materials: C(C)(C)(C)OC(NC1=C(C=C(C(=C1)OCC(F)(F)F)C(F)(F)F)N)=O ([2-amino-5-(2,2,2-trifluoro-ethoxy)-4-trifluoromethyl-phenyl]-carbamic acid tert-butyl ester), C(C)(C)(C)OC(CC(=O)C1=CC(=CC=C1)C1=CC(=NC=C1C)C)=O (3-[3-(2,5-dimethyl-pyridin-4-yl)-phenyl]-3-oxo-propionic acid tert-butyl ester). Yields the product C(C)(C)(C)OC(NC1=C(C=C(C(=C1)OCC(F)(F)F)C(F)(F)F)NC(CC(=O)C1=CC(=CC=C1)C1=CC(=NC=C1C)C)=O)=O ([2-{3-[3-(2,5-Dimethyl-pyridin-4-yl)-phenyl]-3-oxo-propionylamino}-5-(2,2,2-trifluoro-ethoxy)-4-trifluoromethyl-phenyl]-carbamic acid tert-butyl ester), solid. The yield is 64.0%. As a reaction SMILES: [C:1]([O:5][C:6](=[O:25])[NH:7][C:8]1[CH:13]=[C:12]([O:14][CH2:15][C:16]([F:19])([F:18])[F:17])[C:11]([C:20]([F:23])([F:22])[F:21])=[CH:10][C:9]=1[NH2:24])([CH3:4])([CH3:3])[CH3:2].C([O:30][C:31](=O)[CH2:32][C:33]([C:35]1[CH:40]=[CH:39][CH:38]=[C:37]([C:41]2[C:46]([CH3:47])=[CH:45][N:44]=[C:43]([CH3:48])[CH:42]=2)[CH:36]=1)=[O:34])(C)(C)C>>[C:1]([O:5][C:6](=[O:25])[NH:7][C:8]1[CH:13]=[C:12]([O:14][CH2:15][C:16]([F:18])([F:17])[F:19])[C:11]([C:20]([F:22])([F:23])[F:21])=[CH:10][C:9]=1[NH:24][C:31](=[O:30])[CH2:32][C:33]([C:35]1[CH:40]=[CH:39][CH:38]=[C:37]([C:41]2[C:46]([CH3:47])=[CH:45][N:44]=[C:43]([CH3:48])[CH:42]=2)[CH:36]=1)=[O:34])([CH3:4])([CH3:2])[CH3:3]. Procedure details: The title compound was prepared from [2-amino-5-(2,2,2-trifluoro-ethoxy)-4-trifluoromethyl-phenyl]-carbamic acid tert-butyl ester (Example J6) (281 mg, 0.75 mmol) and 3-[3-(2,5-dimethyl-pyridin-4-yl)-phenyl]-3-oxo-propionic acid tert-butyl ester (Example K17) (244 mg, 0.75 mmol) according to the general procedure M. Obtained as an off-white solid (300 mg, 64%). The reactants are C(C)(=O)O[C@@H]1[C@H](O[C@H]([C@@H]([C@H]1OC(C)=O)OC(C)=O)C=1SC(=C(C1C)C)CC1=CC=C(C=C1)CC)COC(C)=O ((2R,3R,4S,5R,6R)-2-(acetoxymethyl)-6-(5-(4-ethylbenzyl)-3,4-dimethylthiophen-2-yl)tetrahydro-2H-pyran-3,4,5-triyl triacetate), C[O-].[Na+] (NaOMe), CC(=O)O (AcOH). Solvent: CO (MeOH). Product: C(C)C1=CC=C(CC2=C(C(=C(S2)[C@@H]2O[C@@H]([C@H]([C@@H]([C@H]2O)O)O)CO)C)C)C=C1 ((2R,3R,4S,5S,6R)-2-(5-(4-ethylbenzyl)-3,4-dimethylthiophen-2-yl)-6-(hydroxymethyl)tetrahydro-2H-pyran-3,4,5-triol). Isolated yield 28.3%. As a reaction SMILES: C([O:4][C@H:5]1[C@H:10]([O:11]C(=O)C)[C@@H:9]([O:15]C(=O)C)[C@H:8]([C:19]2[S:20][C:21]([CH2:26][C:27]3[CH:32]=[CH:31][C:30]([CH2:33][CH3:34])=[CH:29][CH:28]=3)=[C:22]([CH3:25])[C:23]=2[CH3:24])[O:7][C@@H:6]1[CH2:35][O:36]C(=O)C)(=O)C.C[O-].[Na+].CC(O)=O>CO>[CH2:33]([C:30]1[CH:31]=[CH:32][C:27]([CH2:26][C:21]2[S:20][C:19]([C@H:8]3[C@H:9]([OH:15])[C@@H:10]([OH:11])[C@H:5]([OH:4])[C@@H:6]([CH2:35][OH:36])[O:7]3)=[C:23]([CH3:24])[C:22]=2[CH3:25])=[CH:28][CH:29]=1)[CH3:34] |f:1.2|. Procedure: To a solution of (2R,3R,4S,5R,6R)-2-(acetoxymethyl)-6-(5-(4-ethylbenzyl)-3,4-dimethylthiophen-2-yl)tetrahydro-2H-pyran-3,4,5-triyl triacetate (57) (125 mg, 0.223 mmole) in MeOH (5 mL) was added NaOMe (25 wt % in MeOH, 310 μL, 1.34 mmole). The reaction mixture was stirred at ambient temperature for 2 h before AcOH (2 mL) was added. Purification by reverse phase preparative HPLC provided the title compound 60 (24.8 mg, 0.0632 mmole, 28%) as a brown solid.